Dataset: the Open Reaction Database (ORD), a public repository of structured organic reaction records. Task: describe an organic reaction: reactants, conditions, products, and yield Starting materials: BrN1C(CCC1=O)=O (N-Bromosuccinimide), N(=NC(C#N)(C)C)C(C#N)(C)C (azo(bisisobutyronitrile)), CC1=C(C(=O)O)C(=CC=C1)C (2,6-dimethylbenzoic acid), C(Cl)(Cl)(Cl)Cl (carbon tetrachloride). Run in C(Cl)(Cl)Cl (chloroform). The product is CC1=CC=C(C=C1)C=1C(=CC=CC1)C(=O)OC (methyl 4'-methylbiphenyl-2-carboxylate). As a reaction SMILES: BrN1[C:6](=O)[CH2:5][CH2:4][C:3]1=O.N(C(C)(C)C#N)=N[C:11](C)(C)[C:12]#N.C[C:22]1[CH:30]=[CH:29][CH:28]=[C:27]([CH3:31])[C:23]=1[C:24]([OH:26])=[O:25].[C:32](Cl)(Cl)(Cl)Cl>C(Cl)(Cl)Cl>[CH3:3][C:4]1[CH:12]=[CH:11][C:31]([C:27]2[C:23]([C:24]([O:26][CH3:32])=[O:25])=[CH:22][CH:30]=[CH:29][CH:28]=2)=[CH:6][CH:5]=1. Procedure details: N-Bromosuccinimide (19.6 g) and azo(bisisobutyronitrile) (200 mg) were added to a solution of 2,6-dimethylbenzoic acid in carbon tetrachloride (300 ml) and chloroform (50 ml). The mixture was degassed, placed under an atmosphere of argon and then heated under reflux for 2 hours. The mixture was cooled to ambient temperature and insoluble material removed by filtration. The filtrate was then extracted with aqueous sodium bicarbonate solution and the aqueous extracts carefully acidified with 48% h... Starting materials: Clc1ncnc2c1CCN(Cc1ccccc1)C2, [I-], I, Nc1cnc2ccccc2c1, [Na+], C1COCCO1. Yields the product c1ccc(CN2CCc3c(ncnc3Nc3cnc4ccccc4c3)C2)cc1. Reaction SMILES: [CH2:4]([c:5]1[cH:6][cH:7][cH:8][cH:9][cH:10]1)[N:11]1[CH2:12][c:13]2[n:14][cH:15][n:16][c:17]([Cl:21])[c:18]2[CH2:19][CH2:20]1.[I-:2].[IH:3].[NH2:22][c:23]1[cH:24][n:25][c:26]2[cH:27][cH:28][cH:29][cH:30][c:31]2[cH:32]1.[Na+:1].[O:33]1[CH2:34][CH2:35][O:36][CH2:37][CH2:38]1>>[CH2:4]([c:5]1[cH:6][cH:7][cH:8][cH:9][cH:10]1)[N:11]1[CH2:12][c:13]2[n:14][cH:15][n:16][c:17]([NH:22][c:23]3[cH:24][n:25][c:26]4[cH:27][cH:28][cH:29][cH:30][c:31]4[cH:32]3)[c:18]2[CH2:19][CH2:20]1. The reactants are [BH4-], CCO, COc1ccc(C=O)c(C)c1, [Na+]. The product is COc1ccc(CO)c(C)c1. Reaction SMILES: [BH4-:1].[CH3:14][CH2:15][OH:16].[CH3:3][c:4]1[c:5]([CH:6]=[O:7])[cH:8][cH:9][c:10]([O:12][CH3:13])[cH:11]1.[Na+:2]>>[CH3:3][c:4]1[c:5]([CH2:6][OH:7])[cH:8][cH:9][c:10]([O:12][CH3:13])[cH:11]1. The reactants are CCN=C=NCCCN(C)C, CC#N, Cl, O=C(O)c1ccc(F)c2ccccc12, NC(Cc1ccc(F)cc1)C(O)c1ccc(C(F)(F)F)cc1, O, On1nnc2ccccc21. The product is O=C(NC(Cc1ccc(F)cc1)C(O)c1ccc(C(F)(F)F)cc1)c1ccc(F)c2ccccc12. As a reaction SMILES: [CH2:38]([N:39]=[C:40]=[N:41][CH2:42][CH2:43][CH2:44][N:45]([CH3:46])[CH3:47])[CH3:48].[CH3:59][C:60]#[N:61].[ClH:37].[F:23][c:24]1[cH:25][cH:26][c:27]([C:34](=[O:35])[OH:36])[c:28]2[cH:29][cH:30][cH:31][cH:32][c:33]12.[NH2:1][CH:2]([CH:3]([OH:4])[c:5]1[cH:6][cH:7][c:8]([C:11]([F:12])([F:13])[F:14])[cH:9][cH:10]1)[CH2:15][c:16]1[cH:17][cH:18][c:19]([F:22])[cH:20][cH:21]1.[OH2:62].[OH:49][n:50]1[c:51]2[cH:52][cH:53][cH:54][cH:55][c:56]2[n:57][n:58]1>>[NH:1]([CH:2]([CH:3]([OH:4])[c:5]1[cH:6][cH:7][c:8]([C:11]([F:12])([F:13])[F:14])[cH:9][cH:10]1)[CH2:15][c:16]1[cH:17][cH:18][c:19]([F:22])[cH:20][cH:21]1)[C:34]([c:27]1[cH:26][cH:25][c:24]([F:23])[c:33]2[c:28]1[cH:29][cH:30][cH:31][cH:32]2)=[O:35]. RXN SMILES: [Cl:1][C:2]1[CH:3]=[CH:4][C:5]([N+:10]([O-:12])=[O:11])=[C:6]([CH:9]=1)[CH:7]=O.[C:13]([CH2:15][C:16]([NH2:18])=[O:17])#[N:14].C(NCC)C.[O-]CC.[Na+]>C(O)C>[C:13]([C:15](=[CH:7][C:6]1[CH:9]=[C:2]([Cl:1])[CH:3]=[CH:4][C:5]=1[N+:10]([O-:12])=[O:11])[C:16]([NH2:18])=[O:17])#[N:14] |f:3.4|. Procedure details: A mixture of 5-chloro-2-nitrobenzaldehyde (47.0 g., 0.25 mole), 2-cyanoacetamide (21.0 g., 0.25 mole), diethylamine (0.5 ml.) and ethanol (500 ml is heated at reflux for 1 hour. Sodium ethoxide (10 mg.) is added to the clear mixture and refluxing continued for an additional 2.5 hours. It is then cooled and the crystalline product which precipitates recovered by filtration. Yield = 52.3 g. (88%); m.p. of crude = 183°-185° C. It is used without purification in step B. Conditions: time 2.5 hour. Run in C(C)O (ethanol). Product: C(#N)C(C(=O)N)=CC1=C(C=CC(=C1)Cl)[N+](=O)[O-] (α-Cyano-β-(2-Nitro-5-Chlorophenyl)Acrylamide). The reactants are [O-]CC.[Na+] (Sodium ethoxide), ClC=1C=CC(=C(C=O)C1)[N+](=O)[O-] (5-chloro-2-nitrobenzaldehyde), C(#N)CC(=O)N (2-cyanoacetamide), C(C)NCC (diethylamine). Reactants: Clc1nc(N2CCOCC2)c2cc(CN3CCN(C4CC4)CC3)sc2n1, O=Cc1cc2nc(Cl)nc(N3CCOCC3)c2s1. The product is Clc1nc(N2CCOCC2)c2sc(CN3CCN(C4CC4)CC3)cc2n1. As a reaction SMILES: [Cl:19][c:20]1[n:21][c:22]([N:23]2[CH2:24][CH2:25][O:26][CH2:27][CH2:28]2)[c:29]2[cH:39][c:40]([CH2:41][N:30]3[CH2:31][CH2:32][N:33]([CH:36]4[CH2:37][CH2:38]4)[CH2:34][CH2:35]3)[s:42][c:43]2[n:44]1.[Cl:1][c:2]1[n:3][c:4]([N:13]2[CH2:14][CH2:15][O:16][CH2:17][CH2:18]2)[c:5]2[c:6]([n:7]1)[cH:8][c:9]([CH:11]=[O:12])[s:10]2>>[Cl:1][c:2]1[n:3][c:4]([N:13]2[CH2:14][CH2:15][O:16][CH2:17][CH2:18]2)[c:5]2[c:6]([n:7]1)[cH:8][c:9]([CH2:11][N:30]1[CH2:31][CH2:32][N:33]([CH:36]3[CH2:37][CH2:38]3)[CH2:34][CH2:35]1)[s:10]2.